Task: describe an organic reaction: reactants, conditions, products, and yield. Dataset: the Open Reaction Database (ORD), a public repository of structured organic reaction records Starting materials: COC=1C(=C2C=CNC2=CC1)CN(C)C (1-(5-methoxy-1H-indol-4-yl)-N,N-dimethylmethanamine), COC=1C(=C2C=CNC2=CC1)CN(C)C (1-(5-methoxy-1H-indol-4-yl)-N,N-dimethylmethanamine), CN(C)C=O (DMF), FC1=C(C(=CC=C1)F)S(=O)(=O)Cl (2,6-difluorobenzenesulphonyl chloride). Run at time 15 minute. Yields the product FC1=C(C(=CC=C1)F)S(=O)(=O)N1C=CC2=C(C(=CC=C12)OC)CN(C)C (1-{1-[(2,6-Difluorophenyl)sulfonyl]-5-methoxy-1H-indol-4-yl}-N,N-dimethylmethanamine). The yield is 22.5%. RXN SMILES: [CH3:1][O:2][C:3]1[C:4]([CH2:12][N:13]([CH3:15])[CH3:14])=[C:5]2[C:9](=[CH:10][CH:11]=1)[NH:8][CH:7]=[CH:6]2.CN(C=O)C.[F:21][C:22]1[CH:27]=[CH:26][CH:25]=[C:24]([F:28])[C:23]=1[S:29](Cl)(=[O:31])=[O:30]>>[F:21][C:22]1[CH:27]=[CH:26][CH:25]=[C:24]([F:28])[C:23]=1[S:29]([N:8]1[C:9]2[C:5](=[C:4]([CH2:12][N:13]([CH3:14])[CH3:15])[C:3]([O:2][CH3:1])=[CH:11][CH:10]=2)[CH:6]=[CH:7]1)(=[O:31])=[O:30]. Procedure details: To a solution of 1-(5-methoxy-1H-indol-4-yl)-N,N-dimethylmethanamine (15 mg, 0.07 mmol; Intermediate 97) in DMF (1 mL) NaH (4 mg, 0.15 mmol) was added at rt. The reaction mixture was stirred at rt for 15 min and 2,6-difluorobenzenesulphonyl chloride (23 mg, 0.11 mmol) was added. The reaction mixture was allowed to stir at rt over night. The reaction was quenched by addition of water. Purification by preparative HPLC/UV (System B) afforded the title product (6 mg, 24%) as a white solid. MS (ESI+)... Starting materials: COC1=NC(=NC=2CCCCC12)N (4-methoxy-5,6,7,8-tetrahydro-2-quinazolinamine), BrCC(C(=O)C1=CC=CC=C1)=O (3-bromo-1-phenyl-propane-1,2-dione). Solvent: CCOCC (ether). Product: COC1=NC=2N(C=3CCCCC13)C=C(N2)C(=O)C2=CC=CC=C2 (5-methoxy-6,7,8,9-tetrahydroimidazo[1,2-a]quinazolin-2-yl-phenylmethanone), crystals. Reaction SMILES: [CH3:1][O:2][C:3]1[C:12]2[CH2:11][CH2:10][CH2:9][CH2:8][C:7]=2[N:6]=[C:5]([NH2:13])[N:4]=1.Br[CH2:15][C:16](=O)[C:17]([C:19]1[CH:24]=[CH:23][CH:22]=[CH:21][CH:20]=1)=[O:18]>CCOCC>[CH3:1][O:2][C:3]1[C:12]2[CH2:11][CH2:10][CH2:9][CH2:8][C:7]=2[N:6]2[CH:15]=[C:16]([C:17]([C:19]3[CH:24]=[CH:23][CH:22]=[CH:21][CH:20]=3)=[O:18])[N:13]=[C:5]2[N:4]=1. Procedure: A solution of 20 g of 4-methoxy-5,6,7,8-tetrahydro-2-quinazolinamine, 28.6 g of 3-bromo-1-phenyl-propane-1,2-dione and 400 ml of ether was stirred overnight at room temperature and was filtered. The 29.5 g of 4-methoxy-1-(3-phenyl-2,3-dioxopropyl)-5,6,7,8-tetrahydro-2-quinazolinium bromide were washed with ether and suspended in methanol. The suspension was refluxed for 2 hours and the solution was evaporated to dryness under reduced pressure. The residue was shaken with a mixture of aqueous pot... As a reaction SMILES: [F:1][C:2]1[CH:7]=[CH:6][CH:5]=[C:4]([F:8])[CH:3]=1.C([Li])CCC.CN([CH:22]=[O:23])C1C=CC=CC=1.S(=O)(=O)(O)O>O1CCCC1>[F:1][C:2]1[CH:7]=[CH:6][CH:5]=[C:4]([F:8])[C:3]=1[CH:22]=[O:23]. Procedure: 1,3-Difluorobenzene (25 g., 0.22 mole) was dissolved in 150 ml. of tetrahydrofuran and cooled to -50° C. Butyl lithium (99 ml. of 2.3 M in hexane, 0.228 mole) was added over 20 minutes, maintaining the temperature at -50° C. After 1.5 hours of stirring at the same temperature, N-methylformanilide (29.7 g., 0.22 mole) in 50 ml. of tetrahydrofuran was added over 20 minutes at -50° C. After an additional 1.5 hours of stirring at -50° C., the reaction mixture was poured slowly into 1 liter of cold 1... The reactants are FC1=CC(=CC=C1)F (1,3-Difluorobenzene), S(O)(O)(=O)=O (sulfuric acid), C(CCC)[Li] (Butyl lithium), CN(C1=CC=CC=C1)C=O (N-methylformanilide). Solvent: O1CCCC1 (tetrahydrofuran), O1CCCC1 (tetrahydrofuran). Run at temperature -50 celsius, time 1.5 hour. Isolated yield 58.2%. Product: FC1=C(C=O)C(=CC=C1)F (2,6-difluorobenzaldehyde).